This data is from the Open Reaction Database (ORD), a public repository of structured organic reaction records. The task is: describe an organic reaction: reactants, conditions, products, and yield The reactants are BrC1=C(C2=C(C(OC2)=O)C=C1)CC=C (5-bromo-4-prop-2-en-1-yl-2-benzofuran-1(3H)-one), O=[O+][O-] (O3), [BH4-].[Na+] (NaBH4). The solvent is CO (MeOH), C(Cl)Cl (DCM). Run at time 30 minute. Yields the product BrC1=C(C2=C(C(OC2)=O)C=C1)CCO (5-bromo-4-(2-hydroxyethyl)-2-benzofuran-1(3H)-one). Reaction SMILES: [Br:1][C:2]1[CH:11]=[CH:10][C:5]2[C:6](=[O:9])[O:7][CH2:8][C:4]=2[C:3]=1[CH2:12][CH:13]=C.[O:15]=[O+][O-].[BH4-].[Na+]>CO.C(Cl)Cl>[Br:1][C:2]1[CH:11]=[CH:10][C:5]2[C:6](=[O:9])[O:7][CH2:8][C:4]=2[C:3]=1[CH2:12][CH2:13][OH:15] |f:2.3|. Procedure: To a solution of 5-bromo-4-prop-2-en-1-yl-2-benzofuran-1(3H)-one (1.27 g, 5.02 mmol) in MeOH (50 mL) and DCM (50 mL) was bubbled O3 at −78° C. until the solution turned blue; excess ozone was removed on high vacuum. After the solution's color changed into colorless, NaBH4 (0.8 g, 20 mmol) was added to the reaction mixture and subsequently stirred at room temperature for 30 min; LC and TLC indicated that reaction had gone to completion; solvent was removed on high vacuum, the residue was then re-... Reactants: ice water, NC1=CC(=C(C=C1[N+](=O)[O-])C(F)(F)F)Cl (4-amino-2-chloro-5-nitrobenzotrifluoride), OC1=CC=NC=C1 (4-hydroxypyridine), [OH-].[K+] (potassium hydroxide). Solvent: CS(=O)C (dimethylsulfoxide). Run at temperature 70 celsius. The product is NC1=CC(=C(C=C1[N+](=O)[O-])C(F)(F)F)N1C=CC(C=C1)=O (4-Amino-5-nitro-2-(4-oxo-4H-pyridin-1-yl)-benzotrifluoride). The yield is 90.1%. As a reaction SMILES: [NH2:1][C:2]1[C:7]([N+:8]([O-:10])=[O:9])=[CH:6][C:5]([C:11]([F:14])([F:13])[F:12])=[C:4](Cl)[CH:3]=1.[OH:16][C:17]1[CH:22]=[CH:21][N:20]=[CH:19][CH:18]=1.[OH-].[K+]>CS(C)=O>[NH2:1][C:2]1[C:7]([N+:8]([O-:10])=[O:9])=[CH:6][C:5]([C:11]([F:14])([F:13])[F:12])=[C:4]([N:20]2[CH:21]=[CH:22][C:17](=[O:16])[CH:18]=[CH:19]2)[CH:3]=1 |f:2.3|. Procedure details: First, a mixture containing 2.40 g of 4-amino-2-chloro-5-nitrobenzotrifluoride, 2.0 g of 4-hydroxypyridine, 684 mg of 86% potassium hydroxide, 15 ml of dimethylsulfoxide was heated in an oil bath at 70° C. for 2 hours. The mixture was cooled and ice water was added to the mixture. Precipitated crude crystals were filtered and recrystallized with methanol/ethyl acetate to give 2.69 g of crystals of 4-amino-5-nitro-2-(4-oxo-4H-pyridin-1-yl)-benzotrifluoride. Starting materials: [BH4-], CC1(C2CCC3C4CCC5CC=CCC5(C)C4C(=O)CC32C)OCCO1, CCO, [Na+], O. Yields the product CC1(C2CCC3C4CCC5CC=CCC5(C)C4C(O)CC32C)OCCO1. RXN SMILES: [BH4-:27].[CH2:1]1[O:2][C:3]([CH3:4])([CH:5]2[CH2:6][CH2:7][CH:8]3[CH:9]4[CH2:10][CH2:11][CH:12]5[CH2:13][CH:14]=[CH:15][CH2:16][C:17]5([CH3:18])[CH:19]4[C:20](=[O:24])[CH2:21][C:22]23[CH3:23])[O:25][CH2:26]1.[CH3:29][CH2:30][OH:31].[Na+:28].[OH2:32]>>[CH2:1]1[O:2][C:3]([CH3:4])([CH:5]2[CH2:6][CH2:7][CH:8]3[CH:9]4[CH2:10][CH2:11][CH:12]5[CH2:13][CH:14]=[CH:15][CH2:16][C:17]5([CH3:18])[CH:19]4[CH:20]([OH:24])[CH2:21][C:22]23[CH3:23])[O:25][CH2:26]1.